This data is from the Open Reaction Database (ORD), a public repository of structured organic reaction records. The task is: describe an organic reaction: reactants, conditions, products, and yield Reactants: C1(=CC=CC=C1)P(C1=CC=CC=C1)C1=CC=CC=C1 (triphenyl phosphine), N(=NC(=O)OCC)C(=O)OCC (diethyl azodicarboxylate), C(C)OC(=O)C1=C(C(=CC=C1)O)CCCCO (4-[2-ethoxycarbonyl-6-hydroxyphenyl]butan-1-ol). The solvent is C1CCOC1 (THF), C1CCOC1 (THF). Reaction conditions: time 18 hour. Yields the product O1CCCCC=2C1=CC=CC2C(=O)OCC (Ethyl 2,3,4,5-tetrahydrobenzoxepin-6-carboxylate). The yield is 59.9%. RXN SMILES: [CH2:1]([O:3][C:4]([C:6]1[CH:11]=[CH:10][CH:9]=[C:8](O)[C:7]=1[CH2:13][CH2:14][CH2:15][CH2:16][OH:17])=[O:5])[CH3:2].C1(P(C2C=CC=CC=2)C2C=CC=CC=2)C=CC=CC=1.N(C(OCC)=O)=NC(OCC)=O>C1COCC1>[O:17]1[C:8]2=[CH:9][CH:10]=[CH:11][C:6]([C:4]([O:3][CH2:1][CH3:2])=[O:5])=[C:7]2[CH2:13][CH2:14][CH2:15][CH2:16]1. Reported procedure: A solution of 4-[2-ethoxycarbonyl-6-hydroxyphenyl]butan-1-ol (5.14 g, 21.6 mmol) in THF (20 ml) was added dropwise to an ice bath cooled solution of triphenyl phosphine (7.37 g, 28.1 mmol) and diethyl azodicarboxylate (4.89 g, 28.1 mmol) in THF (60 ml). The reaction was stirred for 18 hr and then concentrated in vacuo. The residue was purified by chromatography on silica gel using methylene chloride as the eluent to give the product as an oil (2.85 g, 60%). Yields the product O=C1OC(=O)C2CCCC1C2. RXN SMILES: [CH3:13][C:14]([O:15][C:16](=[O:17])[CH3:18])=[O:19].[CH:1]1([C:10](=[O:11])[OH:12])[CH2:2][CH:3]([C:7](=[O:8])[OH:9])[CH2:4][CH2:5][CH2:6]1>>[CH:1]12[CH2:2][CH:3]([CH2:4][CH2:5][CH2:6]1)[C:7](=[O:9])[O:12][C:10]2=[O:11]. The reactants are CC(=O)OC(C)=O, O=C(O)C1CCCC(C(=O)O)C1. Reactants: BrCCCO (3-bromo-1-propanol), OC1=CC=C(C#N)C=C1 (4-hydroxybenzonitrile), C([O-])([O-])=O.[K+].[K+] (potassium carbonate), resultant mixture, CC(CC(C)=O)C (4-methyl-2-pentanone). Run in O (Water). The product is OCCCOC1=CC=C(C#N)C=C1 (4-(3-Hydroxypropoxy)benzonitrile). As a reaction SMILES: [OH:1][C:2]1[CH:9]=[CH:8][C:5]([C:6]#[N:7])=[CH:4][CH:3]=1.C(=O)([O-])[O-].[K+].[K+].C[CH:17](C)[CH2:18][C:19](=[O:21])C.BrCCCO>O>[OH:21][CH2:19][CH2:18][CH2:17][O:1][C:2]1[CH:9]=[CH:8][C:5]([C:6]#[N:7])=[CH:4][CH:3]=1 |f:1.2.3|. Procedure: To a flask was added 4-hydroxybenzonitrile (50 g, 0.41 mol, 1 eq.) and potassium carbonate (0.51 mol, 1.25 eq.). To this mixture was added 4-methyl-2-pentanone (400 mL). Stirring was started and 3-bromo-1-propanol (61.50 g, 0.4 mol, 1.05 eq.) was added in one portion. The reaction mixture was heated to between 85 and 90° C. for 5 hours. Water (250 mL) was then added and the resultant mixture heated to 30° C. until all solids had gone into solution. The aqueous layer was separated from the organi... Reactants: B, CC(C)(Oc1ccc(Br)cc1)C(=O)N1CCCC1, C1CCOC1. Product: CC(C)(CN1CCCC1)Oc1ccc(Br)cc1. As a reaction SMILES: [BH3:1].[Br:2][c:3]1[cH:4][cH:5][c:6]([O:7][C:8]([C:9](=[O:10])[N:11]2[CH2:12][CH2:13][CH2:14][CH2:15]2)([CH3:16])[CH3:17])[cH:18][cH:19]1.[CH2:20]1[O:21][CH2:22][CH2:23][CH2:24]1>>[Br:2][c:3]1[cH:4][cH:5][c:6]([O:7][C:8]([CH2:9][N:11]2[CH2:12][CH2:13][CH2:14][CH2:15]2)([CH3:16])[CH3:17])[cH:18][cH:19]1. Starting materials: OC=1C=C(C(=O)O)C=CC1 (3-hydroxybenzoic acid), S(O)(O)(=O)=O (sulphuric acid), CO (methanol). Yields the product OC=1C=C(C(=O)OC)C=CC1 (Methyl 3-hydroxybenzoate). Reaction SMILES: [OH:1][C:2]1[CH:3]=[C:4]([CH:8]=[CH:9][CH:10]=1)[C:5]([OH:7])=[O:6].S(=O)(=O)(O)O.[CH3:16]O>>[OH:1][C:2]1[CH:3]=[C:4]([CH:8]=[CH:9][CH:10]=1)[C:5]([O:7][CH3:16])=[O:6]. Procedure details: 3-hydroxybenzoic acid (30.0 g, 0.22 mol), methanol (101 ml) and concentrated sulphuric acid (2.7 ml) were added together and heated under reflux for 4 h. The reaction mixture was allowed to cool and the methanol was removed. The crude product was dried in vacuo and used without further purification. The reactants are starch, CCC1=CC=CC(=C1N(C(C)COC)C(=O)CCl)C (metolachlor), CCNC1=NC(=NC(=N1)Cl)NC(C)C (atrazine), CCC=1C=CC=C(C1N(COC)C(=O)CCl)CC (alachlor). Run in O (water). The product is CCNC1=NC(=NC(=N1)Cl)NC(C)C.CCC=1C=CC=C(C1N(COC)C(=O)CCl)CC (Atrazine Alachlor). RXN SMILES: [CH3:1][CH2:2][NH:3][C:4]1[N:9]=[C:8]([Cl:10])[N:7]=[C:6]([NH:11][CH:12]([CH3:14])[CH3:13])[N:5]=1.[CH3:15][CH2:16][C:17]1[CH:18]=[CH:19][CH:20]=[C:21]([CH2:31][CH3:32])[C:22]=1[N:23]([C:27]([CH2:29][Cl:30])=[O:28])[CH2:24][O:25][CH3:26].CCC1C(N(C(CCl)=O)C(COC)C)=C(C)C=CC=1>O>[CH3:1][CH2:2][NH:3][C:4]1[N:9]=[C:8]([Cl:10])[N:7]=[C:6]([NH:11][CH:12]([CH3:13])[CH3:14])[N:5]=1.[CH3:15][CH2:16][C:17]1[CH:18]=[CH:19][CH:20]=[C:21]([CH2:31][CH3:32])[C:22]=1[N:23]([C:27]([CH2:29][Cl:30])=[O:28])[CH2:24][O:25][CH3:26] |f:4.5|. Procedure: Combined procedures of Examples 4 and 22 were repeated except that the initial starch-agent blend contained 6% atrazine instead of 5% (Example 4); and alachlor was substituted for metolachlor (Example 22). The product (14-20 mesh) encapsulated 95% of the initial agents and swelled 340% in water.